Dataset: the Open Reaction Database (ORD), a public repository of structured organic reaction records. Task: describe an organic reaction: reactants, conditions, products, and yield The reactants are CNC(=O)C=1SC(=C(C1C(C1=CC=CC=C1)=O)C)C (3-benzoyl-4,5-dimethylthiophene-2-carboxylic acid methylamide), [OH-].[K+] (KOH). Run in CO.O (methanol water). Yields the product C(C1=CC=CC=C1)(=O)C1=C(SC(=C1C)C)C(=O)O (3-benzoyl-4,5-dimethylthiophene-2-carboxylic acid). RXN SMILES: CN[C:3]([C:5]1[S:6][C:7]([CH3:19])=[C:8]([CH3:18])[C:9]=1[C:10](=[O:17])[C:11]1[CH:16]=[CH:15][CH:14]=[CH:13][CH:12]=1)=[O:4].[OH-:20].[K+]>CO.O>[C:10]([C:9]1[C:8]([CH3:18])=[C:7]([CH3:19])[S:6][C:5]=1[C:3]([OH:20])=[O:4])(=[O:17])[C:11]1[CH:16]=[CH:15][CH:14]=[CH:13][CH:12]=1 |f:1.2,3.4|. Procedure details: A solution of 16a (0.281 g, 1.03 mmole) in methanol-water 1:1 containing 10% KOH was heated at reflux for 12 hours, neutralized and extracted with ethyl acetate. The solid after evaporation was crystallized from ethanol. Yield 0.19 g, 71%.